From a dataset of the Open Reaction Database (ORD), a public repository of structured organic reaction records. describe an organic reaction: reactants, conditions, products, and yield Reactants: C(C)(=O)[O-].[Na+] (sodium acetate), ClC=1C=CC(=C(C1)O)C#N (5-chloro-2-cyanophenol), BrBr (bromine). Solvent: CO (Methanol), CO (methanol). Conditions: temperature -78 celsius, time 30 minute. The product is BrC1=CC(=C(C=C1Cl)O)C#N (4-bromo-5-chloro-2-cyanophenol). Isolated yield 23.8%. As a reaction SMILES: C([O-])(=O)C.[Na+].[Cl:6][C:7]1[CH:8]=[CH:9][C:10]([C:14]#[N:15])=[C:11]([OH:13])[CH:12]=1.[Br:16]Br>CO>[Br:16][C:8]1[C:7]([Cl:6])=[CH:12][C:11]([OH:13])=[C:10]([C:14]#[N:15])[CH:9]=1 |f:0.1|. Procedure details: Methanol (100 ml) was added to sodium acetate (1.97 g) and 5-chloro-2-cyanophenol (1.84 g, mp. 155°-157° C.) which was synthesized according to a known method. The mixture was allowed to cool to -78° C., and to the solution was added dropwise a solution of bromine (1.53 g) in methanol (25 ml). After stirring at -78° C. for 30 minutes, the solvent was distilled off under reduced pressure, and ethyl acetate and aqueous potassium bisulfate solution were added to the residue. The ethyl acetate layer...